Dataset: the Open Reaction Database (ORD), a public repository of structured organic reaction records. Task: describe an organic reaction: reactants, conditions, products, and yield The reactants are ClC1=CC(=C(C=C1)C(C(=O)OC)(C)C)F (Methyl 2-(4-chloro-2-fluorophenyl)-2-methylpropanoate), [OH-].[K+] (KOH). Run in CCO (EtOH), C(C)OCC (diethyl ether). Conditions: temperature 120 celsius. The product is ClC1=CC(=C(C=C1)C(C(=O)O)(C)C)F (2-(4-Chloro-2-fluorophenyl)-2-methylpropanoic acid). Yield: 84.7%. As a reaction SMILES: [Cl:1][C:2]1[CH:7]=[CH:6][C:5]([C:8]([CH3:14])([CH3:13])[C:9]([O:11]C)=[O:10])=[C:4]([F:15])[CH:3]=1.[OH-].[K+]>CCO.C(OCC)C>[Cl:1][C:2]1[CH:7]=[CH:6][C:5]([C:8]([CH3:13])([CH3:14])[C:9]([OH:11])=[O:10])=[C:4]([F:15])[CH:3]=1 |f:1.2|. Procedure: Methyl 2-(4-chloro-2-fluorophenyl)-2-methylpropanoate (8.11 g, 35.2 mmol) was dissolved in EtOH (70.3 mL) in a vial. KOH (3.95 g, 70.3 mmol) was added, and the sealed vial was heated at 120° C. for 2 hours. The reaction mixture was then diluted with 75 mL of diethyl ether, added to a separatory funnel, partitioned with water, washed with 75 mL of water, and separated. The aqueous layer was acidified to pH=3 with 3N HCl and extracted 2 times with 100 mL of diethyl ether. The combined organic laye... Starting materials: CCOC(=O)CBr, COc1ccc(NCCCOc2ccc3ccccc3c2)cc1, CC(C)=O. The product is CCOC(=O)CN(CCCOc1ccc2ccccc2c1)c1ccc(OC)cc1. As a reaction SMILES: [Br:24][CH2:25][C:26](=[O:27])[O:28][CH2:29][CH3:30].[CH3:1][O:2][c:3]1[cH:4][cH:5][c:6]([NH:9][CH2:10][CH2:11][CH2:12][O:13][c:14]2[cH:15][c:16]3[cH:17][cH:18][cH:19][cH:20][c:21]3[cH:22][cH:23]2)[cH:7][cH:8]1.[CH3:31][C:32](=[O:33])[CH3:34]>>[CH3:1][O:2][c:3]1[cH:4][cH:5][c:6]([N:9]([CH2:10][CH2:11][CH2:12][O:13][c:14]2[cH:15][c:16]3[cH:17][cH:18][cH:19][cH:20][c:21]3[cH:22][cH:23]2)[CH2:25][C:26](=[O:27])[O:28][CH2:29][CH3:30])[cH:7][cH:8]1. The reactants are ClCC(=O)N1C2=C(NC(C3=C1C=CC=C3)=O)C=CC=C2 (5-(chloroacetyl)-5,10-dihydro-11H-dibenzo[b,e][1,4]diazepin-11-one), C(C)N(CC)CC1CNCCC1 (3-[(diethylamino)methyl]piperidine). Run in C(C)(C)O.C(C)(=O)OCC (isopropanol ethyl acetate). The product is O.O.Cl.Cl.C(C)N(CC)CC1CN(CCC1)CC(=O)N1C2=C(NC(C3=C1C=CC=C3)=O)C=CC=C2 (5-[[3-[(Diethylamino)methyl]-1-piperidinyl]acetyl]-5,10-dihydro-11H-dibenzo[b,e][1,4]diazepin-11-one dihydrochloride dihydrate). Reaction SMILES: [Cl:1][CH2:2][C:3]([N:5]1[C:11]2[CH:12]=[CH:13][CH:14]=[CH:15][C:10]=2[C:9](=[O:16])[NH:8][C:7]2[CH:17]=[CH:18][CH:19]=[CH:20][C:6]1=2)=[O:4].[CH2:21]([N:23]([CH2:26][CH:27]1[CH2:32][CH2:31][CH2:30][NH:29][CH2:28]1)[CH2:24][CH3:25])[CH3:22]>C(O)(C)C.C(OCC)(=O)C>[OH2:4].[OH2:4].[ClH:1].[ClH:1].[CH2:21]([N:23]([CH2:26][CH:27]1[CH2:32][CH2:31][CH2:30][N:29]([CH2:2][C:3]([N:5]2[C:11]3[CH:12]=[CH:13][CH:14]=[CH:15][C:10]=3[C:9](=[O:16])[NH:8][C:7]3[CH:17]=[CH:18][CH:19]=[CH:20][C:6]2=3)=[O:4])[CH2:28]1)[CH2:24][CH3:25])[CH3:22] |f:2.3,4.5.6.7.8|. Procedure details: The title compound is prepared analogously to Example 35 from 5-(chloroacetyl)-5,10-dihydro-11H-dibenzo[b,e][1,4]diazepin-11-one and 3-[(diethylamino)methyl]piperidine to give colorless crystals, mp. 140° C. (isopropanol/ethyl acetate). Starting materials: C(=O)(O)CC1=C(C(=O)O)C=CC(=C1)[N+](=O)[O-] (2-carboxymethyl-4-nitro-benzoic acid). Run in C1CCOC1 (THF). Run at time 18.5 hour. Product: OCC1=C(C=C(C=C1)[N+](=O)[O-])CCO (2-(2-hydroxymethyl-5-nitro-phenyl)-ethanol). Isolated yield 78.5%. Reaction SMILES: [C:1]([CH2:4][C:5]1[CH:13]=[C:12]([N+:14]([O-:16])=[O:15])[CH:11]=[CH:10][C:6]=1[C:7](O)=[O:8])(O)=[O:2]>C1COCC1>[OH:8][CH2:7][C:6]1[CH:10]=[CH:11][C:12]([N+:14]([O-:16])=[O:15])=[CH:13][C:5]=1[CH2:4][CH2:1][OH:2]. Reported procedure: A THF (60 mL) solution of 2-carboxymethyl-4-nitro-benzoic acid (3.0 g , 13.3 mmol) was treated with borane-THF complex (53.3 mL, 53.3 mmol) over 15 min at 0° C. The reaction was stirred for 18.5 hrs, quenched with THF/water (1:1, 30 mL), water (20 mL) added and the layers separated. The aqueous layer was reextracted with THF (30 mL); the combined organic phase washed with brine, dried with magnesium sulfate, and solvent removed under vacuum to give the product as a white solid (2.06 g, 78%) mp=7... The reactants are ClC(=O)OCC1=CC=CC=C1 (Benzyl chloroformate), Cl.N[C@@H]1[C@@H](CN(CC1)C(=O)OCC)OC (Cis(±)ethyl 4-amino-3-methoxypiperidine-1-carboxylate hydrochloride salt), Cl.N[C@@H]1[C@@H](CN(CC1)C(=O)OCC)OC (Cis(±)ethyl 4-amino-3-methoxypiperidine-1-carboxylate hydrochloride salt). Procedure details: Benzyl chloroformate (3.3 ml) was added dropwise to a cold solution of Cis(±)ethyl 4-amino-3-methoxypiperidine-1-carboxylate hydrochloride salt (Intermediate 21; 5 g) in saturated NaHCO3. The mixture was stirred at room temperature for 14 h. The white precipitate was filtered, washed well with water, dried in vacuo to give the title compound as a white solid (6.66 g). MS (ES) MH+: 336 for C17H24N2O5; NMR: 1.21 (t, 3H), 1.52-1.67 (m, 2H), 3.08 (m, 2H), 3.28 (s, 3H), 3.41 (s, 2H), 3.74-3.92 (m, 2H... Reaction SMILES: Cl[C:2]([O:4][CH2:5][C:6]1[CH:11]=[CH:10][CH:9]=[CH:8][CH:7]=1)=[O:3].Cl.[NH2:13][C@H:14]1[CH2:19][CH2:18][N:17]([C:20]([O:22][CH2:23][CH3:24])=[O:21])[CH2:16][C@H:15]1[O:25][CH3:26]>C([O-])(O)=O.[Na+]>[CH2:5]([O:4][C:2]([NH:13][C@H:14]1[CH2:19][CH2:18][N:17]([C:20]([O:22][CH2:23][CH3:24])=[O:21])[CH2:16][C@H:15]1[O:25][CH3:26])=[O:3])[C:6]1[CH:11]=[CH:10][CH:9]=[CH:8][CH:7]=1 |f:1.2,3.4|. Yields the product C(C1=CC=CC=C1)OC(=O)N[C@@H]1[C@@H](CN(CC1)C(=O)OCC)OC (Cis(±)ethyl 4-{[(benzyloxy)carbonyl]amino}-3-methoxypiperidine-1-carboxylate). Conditions: time 14 hour. Solvent: C(=O)(O)[O-].[Na+] (NaHCO3). The reactants are C1CNC=C(C=2NC=3C=C(C=CC3C21)C(=O)OCC)C(=O)OCC (diethyl 1,2,3,6-tetrahydroazepino[4,5-b]indole-5,8-dicarboxylate), FC1=CC=C(C(=O)Cl)C=C1 (4-fluorobenzoyl chloride). Product: FC1=CC=C(C(=O)N2C=C(C=3NC=4C=C(C=CC4C3CC2)C(=O)OCC)C(=O)OCC)C=C1 (Diethyl 3-(4-Fluorobenzoyl)-1,2,3,6-Tetrahydroazepino[4,5-b]Indole-5,8-Dicarboxylate). Reaction SMILES: [CH2:1]1[C:14]2[C:13]3[CH:12]=[CH:11][C:10]([C:15]([O:17][CH2:18][CH3:19])=[O:16])=[CH:9][C:8]=3[NH:7][C:6]=2[C:5]([C:20]([O:22][CH2:23][CH3:24])=[O:21])=[CH:4][NH:3][CH2:2]1.[F:25][C:26]1[CH:34]=[CH:33][C:29]([C:30](Cl)=[O:31])=[CH:28][CH:27]=1>>[F:25][C:26]1[CH:34]=[CH:33][C:29]([C:30]([N:3]2[CH2:2][CH2:1][C:14]3[C:13]4[CH:12]=[CH:11][C:10]([C:15]([O:17][CH2:18][CH3:19])=[O:16])=[CH:9][C:8]=4[NH:7][C:6]=3[C:5]([C:20]([O:22][CH2:23][CH3:24])=[O:21])=[CH:4]2)=[O:31])=[CH:28][CH:27]=1. Reported procedure: The title compound was prepared in a manner similar to that described in Example 2A by using diethyl 1,2,3,6-tetrahydroazepino[4,5-b]indole-5,8-dicarboxylate and 4-fluorobenzoyl chloride; 1H-NMR (CDCl3): δ 10.78 (1H, br s), 8.13 (2H, m), 7.81 (1H, m), 7.63 (2H, m), 7.53 (1H, d), 7.17 (2H, m), 4.39 (2H, q), 4.26 (4H, m), 3.28 (2H, t), 1.42 (3H, t), 1.23 (3H, t); MS (ES): 451 (MH+).